The task is: describe an organic reaction: reactants, conditions, products, and yield. This data is from the Open Reaction Database (ORD), a public repository of structured organic reaction records. Starting materials: C=CCOc1ccc(-c2noc(C)c2C(=O)OCC)cc1, C1CCOC1, CCOC(C)=O, [Li+], [OH-], O. The product is C=CCOc1ccc(-c2noc(C)c2C(=O)O)cc1. RXN SMILES: [CH2:1]([CH:2]=[CH2:3])[O:4][c:5]1[cH:6][cH:7][c:8](-[c:11]2[n:12][o:13][c:14]([CH3:21])[c:15]2[C:16](=[O:17])[O:18][CH2:19][CH3:20])[cH:9][cH:10]1.[CH2:22]1[O:23][CH2:24][CH2:25][CH2:26]1.[CH3:30][CH2:31][O:32][C:33](=[O:34])[CH3:35].[Li+:29].[OH-:28].[OH2:27]>>[CH2:1]([CH:2]=[CH2:3])[O:4][c:5]1[cH:6][cH:7][c:8](-[c:11]2[n:12][o:13][c:14]([CH3:21])[c:15]2[C:16](=[O:17])[OH:18])[cH:9][cH:10]1.